Dataset: the Open Reaction Database (ORD), a public repository of structured organic reaction records. Task: describe an organic reaction: reactants, conditions, products, and yield Reactants: FC1=CC=C(C=C1)C=1N=C(N(C1C1=CC=C(C=C1)F)/C=C/C=O)C(C)C ((E)-3-[4,5-bis(4-fluorophenyl)-2-(1-methylethyl)-1H-imidazol-1-yl]-2-propenal), O.C1(=CC=C(C=C1)S(=O)(=O)O)C (p-toluenesulphonic acid monohydrate), C(C[C@@H](C)O)O ((R)-(-)-butane-1,3-diol). Run in C1(=CC=CC=C1)C (toluene). Yields the product FC1=CC=C(C=C1)C=1N=C(N(C1C1=CC=C(C=C1)F)\C=C\[C@H]1OCC[C@H](O1)C)C(C)C ((2S,4R,E) 4,5-Bis(4-fluorophenyl)-1-[(4-methyl-1,3-dioxan-2-yl)ethenyl]-2-(1-methylethyl)-1H-imidazole). Yield: 73.5%. RXN SMILES: [F:1][C:2]1[CH:7]=[CH:6][C:5]([C:8]2[N:9]=[C:10]([CH:24]([CH3:26])[CH3:25])[N:11](/[CH:20]=[CH:21]/[CH:22]=[O:23])[C:12]=2[C:13]2[CH:18]=[CH:17][C:16]([F:19])=[CH:15][CH:14]=2)=[CH:4][CH:3]=1.O.C1(C)C=CC(S(O)(=O)=O)=CC=1.[CH2:39](O)[CH2:40][C@H:41]([OH:43])[CH3:42]>C1(C)C=CC=CC=1>[F:1][C:2]1[CH:3]=[CH:4][C:5]([C:8]2[N:9]=[C:10]([CH:24]([CH3:26])[CH3:25])[N:11](/[CH:20]=[CH:21]/[C@@H:22]3[O:43][C@H:41]([CH3:42])[CH2:40][CH2:39][O:23]3)[C:12]=2[C:13]2[CH:18]=[CH:17][C:16]([F:19])=[CH:15][CH:14]=2)=[CH:6][CH:7]=1 |f:1.2|. Reported procedure: A mixture of (E)-3-[4,5-bis(4-fluorophenyl)-2-(1-methylethyl)-1H-imidazol-1-yl]-2-propenal (2.01 g), p-toluenesulphonic acid monohydrate (0.316 g) and (R)-(-)-butane-1,3-diol (98%, 1.37 g) in toluene (130 ml) was heated under reflux with a Dean-Stark trap for 20 h. The mixture was concentrated to ca. 30 ml and purified by FCC eluting with System A (1:4) to give the title product (1.78 g,) as a white solid. δ(CDCl3) 1.23 (d, J 6 Hz, 3H, CH3CH--O), 1.42 (d, J 7 Hz, 6H, (CH3)2CH), 1.55-1.8 (m, 2H, ...